From a dataset of the Open Reaction Database (ORD), a public repository of structured organic reaction records. describe an organic reaction: reactants, conditions, products, and yield Reactants: CSC(=C[N+](=O)[O-])SC (1,1-bis(methylthio)-2-nitroethylene), ClC1=CC=C(C=N1)CN (6-chloro-3-pyridylmethylamine). Run in CCO (EtOH). Yields the product ClC1=CC=C(C=N1)CNC(=C[N+](=O)[O-])SC (1-(6-Chloro-3-pyridylmethyl)amino-1-methylthio-2-nitroethylene). Isolated yield 47.1%. As a reaction SMILES: [CH3:1][S:2][C:3](SC)=[CH:4][N+:5]([O-:7])=[O:6].[Cl:10][C:11]1[N:16]=[CH:15][C:14]([CH2:17][NH2:18])=[CH:13][CH:12]=1>CCO>[Cl:10][C:11]1[N:16]=[CH:15][C:14]([CH2:17][NH:18][C:3]([S:2][CH3:1])=[CH:4][N+:5]([O-:7])=[O:6])=[CH:13][CH:12]=1. Procedure: To 100 ml of EtOH were added 2.4 g (1.5×10-2 mole) of 1,1-bis(methylthio)-2-nitroethylene and 1.4 g (9.8×10-3 mole) of 6-chloro-3-pyridylmethylamine and the mixture was refluxed for 2 hours. The EtOH was distilled off and the residue was subjected to silica gel column chromatography using CH2Cl2 as an eluent. The procedure gave 1.2 g of the title compound as a pale yellow solid. Starting materials: Cc1cc(-c2ccc(Cl)c(Cl)c2)cc(-c2ccc(Br)s2)n1, CC1(C)OB(c2ccc(N)nc2)OC1(C)C. Yields the product Cc1cc(-c2ccc(Cl)c(Cl)c2)cc(-c2ccc(-c3ccc(N)nc3)s2)n1. RXN SMILES: [Br:1][c:2]1[cH:3][cH:4][c:5](-[c:7]2[n:8][c:9]([CH3:21])[cH:10][c:11](-[c:13]3[cH:14][c:15]([Cl:20])[c:16]([Cl:19])[cH:17][cH:18]3)[cH:12]2)[s:6]1.[NH2:22][c:23]1[n:24][cH:25][c:26]([B:29]2[O:30][C:31]([CH3:32])([CH3:33])[C:34]([CH3:35])([CH3:36])[O:37]2)[cH:27][cH:28]1>>[c:2]1(-[c:26]2[cH:25][n:24][c:23]([NH2:22])[cH:28][cH:27]2)[cH:3][cH:4][c:5](-[c:7]2[n:8][c:9]([CH3:21])[cH:10][c:11](-[c:13]3[cH:14][c:15]([Cl:20])[c:16]([Cl:19])[cH:17][cH:18]3)[cH:12]2)[s:6]1. Starting materials: [H][H] (hydrogen), O(C1=CC=CC=C1)C=1C=C(C=CC1)CCC=C(C(F)(F)F)C1=CC=CC=C1 (4-(3-Phenoxyphenyl)-1-phenyl-1-trifluoromethyl-1-butene), [H][H] (hydrogen). The reagents and catalysts are [Ni] (Raney nickel). Run in C(C)O (ethanol). Product: O(C1=CC=CC=C1)C=1C=C(C=CC1)CCCC(C(F)(F)F)C1=CC=CC=C1 (4-(3-Phenoxyphenyl)-1-phenyl-1-trifluoromethylbutane). As a reaction SMILES: [O:1]([C:8]1[CH:9]=[C:10]([CH2:14][CH2:15][CH:16]=[C:17]([C:22]2[CH:27]=[CH:26][CH:25]=[CH:24][CH:23]=2)[C:18]([F:21])([F:20])[F:19])[CH:11]=[CH:12][CH:13]=1)[C:2]1[CH:7]=[CH:6][CH:5]=[CH:4][CH:3]=1.[H][H]>C(O)C.[Ni]>[O:1]([C:8]1[CH:9]=[C:10]([CH2:14][CH2:15][CH2:16][CH:17]([C:22]2[CH:27]=[CH:26][CH:25]=[CH:24][CH:23]=2)[C:18]([F:19])([F:20])[F:21])[CH:11]=[CH:12][CH:13]=1)[C:2]1[CH:3]=[CH:4][CH:5]=[CH:6][CH:7]=1. Reported procedure: 4-(3-Phenoxyphenyl)-1-phenyl-1-trifluoromethyl-1-butene (3.18 g; 8.6 mmol) was hydrogenated in ethanol (40 ml) with hydrogen with the addition of Raney nickel (0.4 g) at room temperature and under atmospheric pressures. After the calculated amount of hydrogen had been taken up, the catalyst was filtered off and the solvent removed under reduced pressure. After chromatography on silica gel with hexane/toluene, there remained 2.49 g of product (=78% of theory). Starting materials: C#Cc1cccc(NC(=O)C(F)(F)F)c1, C1CCOC1, Clc1ccnc(Cl)n1, ClCCl, [Cu]I. The product is O=C(Nc1cccc(C=Cc2ccnc(Cl)n2)c1)C(F)(F)F. Reaction SMILES: [C:9](#[CH:10])[c:11]1[cH:12][c:13]([NH:17][C:18]([C:19]([F:20])([F:21])[F:22])=[O:23])[cH:14][cH:15][cH:16]1.[CH2:24]1[O:25][CH2:26][CH2:27][CH2:28]1.[Cl:1][c:2]1[n:3][cH:4][cH:5][c:6]([Cl:8])[n:7]1.[Cl:29][CH2:30][Cl:31].[Cu:32][I:33]>>[Cl:1][c:2]1[n:3][cH:4][cH:5][c:6]([CH:10]=[CH:9][c:11]2[cH:12][c:13]([NH:17][C:18]([C:19]([F:20])([F:21])[F:22])=[O:23])[cH:14][cH:15][cH:16]2)[n:7]1. The reactants are CC(C)C(C(C)C1=C(C=CC=C1)[N+](=O)[O-])O (2-methyl-4-(2-nitro-phenyl)-pentan-3-ol). The reagents and catalysts are [Pd] (Pd). Reaction conditions: time 2 hour. Procedure: In a 15 ml hydrogenation reactor was charged a solution of 2-methyl-4-(2-nitro-phenyl)-pentan-3-ol (370 mg, 1.7 mmol) in EtOH (12 ml). Pd/C5% was added. The reaction mixture was stirred under hydrogen (4 bars) at room temperature for 2 hours. Filtration through celite and evaporation of ethanol afforded 2-methyl-4-(2-amino-phenyl)-pentan-3-ol as a white solid (320 mg-quantitative yield). Yields the product CC(C)C(C(C)C1=C(C=CC=C1)N)O (2-methyl-4-(2-amino-phenyl)-pentan-3-ol). The solvent is CCO (EtOH). Reaction SMILES: [CH3:1][CH:2]([CH:4]([OH:16])[CH:5]([C:7]1[CH:12]=[CH:11][CH:10]=[CH:9][C:8]=1[N+:13]([O-])=O)[CH3:6])[CH3:3]>CCO.[Pd]>[CH3:3][CH:2]([CH:4]([OH:16])[CH:5]([C:7]1[CH:12]=[CH:11][CH:10]=[CH:9][C:8]=1[NH2:13])[CH3:6])[CH3:1]. Reactants: C(C)(=O)N1CCC(CC1)CCC(=O)OC (methyl 3-(1-acetyl-piperid-4-yl)propionate), C[Mg]I (methyl magnesium iodide), CCOCC (ether), CCOCC (ether), Cl (hydrochloric acid), [Cl-].[NH4+] (ammonium chloride). Reaction conditions: time 8 hour. The product is C(C)(=O)N1CCC(CC1)CCC(O)(C)C (3-(1-acetyl-piperid-4-yl)-1,1-dimethyl propanol). RXN SMILES: [C:1]([N:4]1[CH2:9][CH2:8][CH:7]([CH2:10][CH2:11]C(OC)=O)[CH2:6][CH2:5]1)(=[O:3])[CH3:2].[CH3:16][Mg]I.[Cl-].[NH4+].Cl.CC[O:24][CH2:25][CH3:26]>>[C:1]([N:4]1[CH2:9][CH2:8][CH:7]([CH2:10][CH2:11][C:25]([CH3:26])([CH3:16])[OH:24])[CH2:6][CH2:5]1)(=[O:3])[CH3:2] |f:2.3|. Reported procedure: Crude methyl 3-(1-acetyl-piperid-4-yl)propionate (13 g) in dry ether (80 ml) was added dropwise, at 0°-10°, to methyl magnesium iodide [prepared from Mg (8 g) and methyliodide (40 g)] in dry ether (150 ml). The mixture was then stirred at room temperature (20°) overnight, after which time the resulting complex was decomposed by the addition of saturated, aqueous ammonium chloride (50 ml). Dilute hydrochloric acid was added until all the solids dissolved (pH 7-8) and then the ether layer was sepa... The reactants are C1(=CC=CC=C1)C(C=1C=CC(N(C1)CCCC=1C=C(OCCC(=O)OC)C=CC1)=O)C1=CC=CC=C1 (methyl 3-(3-{3-[5-(diphenylmethyl)-2-oxo-1(2H)-pyridinyl]propyl}phenoxy)propanoate), [OH-].[Na+] (NaOH), Cl (HCl). The solvent is CO (MeOH). Conditions: time 8 hour. Product: C1(=CC=CC=C1)C(C=1C=CC(N(C1)CCCC=1C=C(OCCC(=O)O)C=CC1)=O)C1=CC=CC=C1 (3-(3-{3-[5-(diphenylmethyl)-2-oxo-1(2H)-pyridinyl]propyl}phenoxy)propanoic acid). The yield is 18.5%. Reaction SMILES: [C:1]1([CH:7]([C:31]2[CH:36]=[CH:35][CH:34]=[CH:33][CH:32]=2)[C:8]2[CH:9]=[CH:10][C:11](=[O:30])[N:12]([CH2:14][CH2:15][CH2:16][C:17]3[CH:18]=[C:19]([CH:27]=[CH:28][CH:29]=3)[O:20][CH2:21][CH2:22][C:23]([O:25]C)=[O:24])[CH:13]=2)[CH:6]=[CH:5][CH:4]=[CH:3][CH:2]=1.[OH-].[Na+].Cl>CO>[C:1]1([CH:7]([C:31]2[CH:36]=[CH:35][CH:34]=[CH:33][CH:32]=2)[C:8]2[CH:9]=[CH:10][C:11](=[O:30])[N:12]([CH2:14][CH2:15][CH2:16][C:17]3[CH:18]=[C:19]([CH:27]=[CH:28][CH:29]=3)[O:20][CH2:21][CH2:22][C:23]([OH:25])=[O:24])[CH:13]=2)[CH:2]=[CH:3][CH:4]=[CH:5][CH:6]=1 |f:1.2|. Procedure: To a solution of methyl 3-(3-{3-[5-(diphenylmethyl)-2-oxo-1(2H)-pyridinyl]propyl}phenoxy)propanoate (155 mg) in MeOH (2.0 mL) was added 1M NaOH aqueous solution (0.482 mL) at ambient temperature and the mixture was stirred at ambient temperature for overnight. The mixture was acidified to pH=3 with 1M HCl aqueous solution and extracted with chloroform (4.0 mL). The organic layer was washed with brine, dried over anhydrous MgSO4, filtered and evaporated in vacuo. The residue was purified by prepa...